This data is from the Open Reaction Database (ORD), a public repository of structured organic reaction records. The task is: describe an organic reaction: reactants, conditions, products, and yield Reactants: CN(C=O)C (N,N-dimethylformamide), ClC1=NC=C(C=C1)C=O (2-chloro-5-formylpyridine), [H-].[Na+] (sodium hydride), CN(C=O)C (N,N-dimethylformamide), CN(C=O)C (N,N-dimethylformamide), OC=1C=NC=CC1 (3-hydroxypyridine). Solvent: O (water). Reaction conditions: time 30 minute. Product: N1=CC(=CC=C1)OC1=CC=C(C=N1)C=O (6-(Pyridin-3-yloxy)-pyridine-3-carbaldehyde). Isolated yield 35.7%. RXN SMILES: [H-].[Na+].CN(C)C=O.[OH:8][C:9]1[CH:10]=[N:11][CH:12]=[CH:13][CH:14]=1.Cl[C:16]1[CH:21]=[CH:20][C:19]([CH:22]=[O:23])=[CH:18][N:17]=1>O>[N:11]1[CH:12]=[CH:13][CH:14]=[C:9]([O:8][C:16]2[N:17]=[CH:18][C:19]([CH:22]=[O:23])=[CH:20][CH:21]=2)[CH:10]=1 |f:0.1|. Procedure details: To a suspension of sodium hydride (407 mg, 8.48 mmol, 50% in oil) and N,N-dimethylformamide (45 mL) was added an N,N-dimethylformamide (5 mL) solution of 3-hydroxypyridine (806 mg, 8.48 mmol) at 0° C., which was stirred for 30 minutes. An N,N-dimethylformamide (5 mL) solution of 2-chloro-5-formylpyridine (1.0 g, 7.06 mmol) was added to this reaction mixture at the same temperature, which was stirred for 5 hours at 100° C. The reaction mixture was cooled to room temperature, and water was added t...